describe an organic reaction: reactants, conditions, products, and yield From a dataset of the Open Reaction Database (ORD), a public repository of structured organic reaction records. Reactants: ClC=1C(=NC(=NC1)NCC=1SC=CC1)NC1=C(C=C(C=C1)N1CCP(CC1)(=O)C)OC (5-chloro-N4-[2-methoxy-4-(4-methyl-4-oxido-1,4-azaphosphinan-1-yl)phenyl]-N2-(thiophen-2-ylmethyl)pyrimidine-2,4-diamine), CC(C)C1=CN=C(O1)N (5-(propan-2-yl)-1,3-oxazol-2-amine). Yields the product ClC=1C(=NC(=NC1)NC=1OC(=CN1)C(C)C)NC1=C(C=C(C=C1)N1CCP(CC1)(=O)C)OC (5-chloro-N4-[2-methoxy-4-(4-methyl-4-oxido-1,4-azaphosphinan-1-yl)phenyl]-N2-[5-(propan-2-yl)-1,3-oxazol-2-yl]pyrimidine-2,4-diamine). As a reaction SMILES: [Cl:1][C:2]1[C:3]([NH:15][C:16]2[CH:21]=[CH:20][C:19]([N:22]3[CH2:27][CH2:26][P:25]([CH3:29])(=[O:28])[CH2:24][CH2:23]3)=[CH:18][C:17]=2[O:30][CH3:31])=[N:4][C:5]([NH:8][CH2:9]C2SC=CC=2)=[N:6][CH:7]=1.[CH3:32][CH:33]([C:35]1[O:39]C(N)=[N:37][CH:36]=1)[CH3:34]>>[Cl:1][C:2]1[C:3]([NH:15][C:16]2[CH:21]=[CH:20][C:19]([N:22]3[CH2:23][CH2:24][P:25]([CH3:29])(=[O:28])[CH2:26][CH2:27]3)=[CH:18][C:17]=2[O:30][CH3:31])=[N:4][C:5]([NH:8][C:9]2[O:39][C:35]([CH:33]([CH3:34])[CH3:32])=[CH:36][N:37]=2)=[N:6][CH:7]=1. Procedure details: The compound can be prepared as in Example 32 by reacting 2,5-dichloro-N-[2-methoxy-4-(4-methyl-4-oxido-1,4-azaphosphinan-1-yl)phenyl]pyrimidin-4-amine (as described in Example 47) with 5-(propan-2-yl)-1,3-oxazol-2-amine. Starting materials: C(C)(=O)OC(C)=O (Acetic anhydride), C(C)(=O)[O-].[K+] (potassium acetate), N(=O)OCCC(C)C (isoamyl nitrite), C(C)(=O)OC1=C(C(=CC=C1)NC(C)=O)C (3-(acetylamino)-2-methylphenyl acetate). Reagents/catalysts: [Br-].C(CCC)[N+](CCCC)(CCCC)CCCC (tetrabutylammonium bromide). Solvent: C(C)(=O)OCC (ethyl acetate), O (water). Run at time 1 hour. Product: N1N=CC=2C(=CC=CC12)O (1H-indazol-4-ol). Yield: 46.6%. Reaction SMILES: C(OC(=O)C)(=O)C.C([O-])(=O)C.[K+].[N:13](OCCC(C)C)=O.C([O:24][C:25]1[CH:30]=[CH:29][CH:28]=[C:27]([NH:31]C(=O)C)[C:26]=1[CH3:35])(=O)C>[Br-].C([N+](CCCC)(CCCC)CCCC)CCC.C(OCC)(=O)C.O>[NH:31]1[C:27]2[CH:28]=[CH:29][CH:30]=[C:25]([OH:24])[C:26]=2[CH:35]=[N:13]1 |f:1.2,5.6|. Reported procedure: Acetic anhydride (16.4 ml, 174 mmol), tetrabutylammonium bromide (933 mg, 2.90 mmol), potassium acetate (11.4 g, 116 mmol) and isoamyl nitrite (11.7 ml, 86.9 mmol) were added to a solution of 3-(acetylamino)-2-methylphenyl acetate (12.0 g, 57.9 mmol) in ethyl acetate (120 ml) at room temperature, and the resulting mixture was refluxed for 7 hours. The reaction solution was poured into water and extracted with ethyl acetate. The organic layer was dried over anhydrous magnesium sulfate and distill... Isolated yield 5.0%. Reported procedure: Preparation analogous to Example 2 from 10-bromomethyl-7-chloro-dibenz[b,f]oxepine and pyrrolidine. Yield: 5%, melting point:>225° C. decomposition. 1H-NMR (CD3OD, 200 MHz): 1.95-2.20 (m, 4H); 3.25 (m 2H); 3.55 (m, 2H), 4.52 (s, 2H), 7.20-7.45 (m, 7H); 7.60 (d, 1H). MS: 311 (M+, free base), 244, 242, 241, 215, 205, 178, 176, 163, 152. Starting materials: BrCC1=CC2=C(OC3=C1C=CC(=C3)Cl)C=CC=C2 (10-bromomethyl-7-chloro-dibenz[b,f]oxepine), N1CCCC1 (pyrrolidine). Product: Cl.ClC1=CC2=C(C(=CC3=C(O2)C=CC=C3)CN3CCCC3)C=C1 (1-(7-Chloro-dibenz[b,f]oxepin-10-ylmethyl)-pyrrolidine hydrochloride). As a reaction SMILES: Br[CH2:2][C:3]1[C:9]2[CH:10]=[CH:11][C:12]([Cl:14])=[CH:13][C:8]=2[O:7][C:6]2[CH:15]=[CH:16][CH:17]=[CH:18][C:5]=2[CH:4]=1.[NH:19]1[CH2:23][CH2:22][CH2:21][CH2:20]1>>[ClH:14].[Cl:14][C:12]1[CH:11]=[CH:10][C:9]2[C:3]([CH2:2][N:19]3[CH2:23][CH2:22][CH2:21][CH2:20]3)=[CH:4][C:5]3[CH:18]=[CH:17][CH:16]=[CH:15][C:6]=3[O:7][C:8]=2[CH:13]=1 |f:2.3|.